From a dataset of the Open Reaction Database (ORD), a public repository of structured organic reaction records. describe an organic reaction: reactants, conditions, products, and yield The reactants are C(C=C)Cl (allyl chloride), C(C=C)C1=CC(=C(C=C1)O)OC (4-allyl-2-methoxyphenol), [OH-].[Na+] (NaOH), [OH-].[Na+] (NaOH). Solvent: C(CC)O (1-propanol). Conditions: temperature 70 celsius, time 1 hour. Product: C(C=C)C1=C(C(=CC(=C1)CC=C)OC)O (2,4-Diallyl-6-Methoxyphenol). As a reaction SMILES: [CH2:1]([C:4]1[CH:9]=[CH:8][C:7]([OH:10])=[C:6]([O:11][CH3:12])[CH:5]=1)[CH:2]=[CH2:3].[OH-].[Na+].[CH2:15](Cl)[CH:16]=[CH2:17]>C(O)CC>[CH2:17]([C:8]1[CH:9]=[C:4]([CH2:1][CH:2]=[CH2:3])[CH:5]=[C:6]([O:11][CH3:12])[C:7]=1[OH:10])[CH:16]=[CH2:15] |f:1.2|. Reported procedure: To the solution of 162.4 g (1 mol) of 4-allyl-2-methoxyphenol (Eugenol) in 500 ml of 1-propanol heated to 70° C., 40 g (1 mol) of NaOH pellets are added and the mixture is stirred at 90° C. until NaOH is dissolved. The solution is cooled to 70° C. and 95.6 g (1.25 mol) of allyl chloride are added dropwise. After that, the reaction mixture is refluxed at 90° C. for 3 hours, then filtered, and propanol distilled off. 500 ml of toluene are added to the residue and the obtained solution is washed wi... Starting materials: solution, C(CCC)[Li] (n-butyl lithium), C(OCC)(=O)Cl (ethyl chlorocarbonate), [Cl-].[Na+] (sodium chloride), COCOC1=CC=C(C=C1)CC(CCNS(=O)(=O)C1=CC=C(C=C1)Cl)C=1C=NC=CC1 (N-[4-(4-methoxymethyloxyphenyl)-3-(3-pyridyl)butyl]-4-chlorobenzene sulfonamide). Solvent: CCCCCC (hexane), O1CCCC1 (tetrahydrofuran), O1CCCC1 (tetrahydrofuran). Run at temperature 0 celsius, time 30 minute. Yields the product C(C)OC(=O)N(S(=O)(=O)C1=CC=C(C=C1)Cl)CCC(CC1=CC=C(C=C1)OCOC)C=1C=NC=CC1 (N-ethoxycarbonyl-N-[4-(4-methoxymethyloxyphenyl)-3-(3-pyridyl)butyl]-4-chlorobenzene sulfonamide). Isolated yield 53.6%. RXN SMILES: [CH3:1][O:2][CH2:3][O:4][C:5]1[CH:10]=[CH:9][C:8]([CH2:11][CH:12]([C:26]2[CH:27]=[N:28][CH:29]=[CH:30][CH:31]=2)[CH2:13][CH2:14][NH:15][S:16]([C:19]2[CH:24]=[CH:23][C:22]([Cl:25])=[CH:21][CH:20]=2)(=[O:18])=[O:17])=[CH:7][CH:6]=1.C([Li])CCC.[C:37](Cl)(=[O:41])[O:38][CH2:39][CH3:40].[Cl-].[Na+]>O1CCCC1.CCCCCC>[CH2:39]([O:38][C:37]([N:15]([CH2:14][CH2:13][CH:12]([C:26]1[CH:27]=[N:28][CH:29]=[CH:30][CH:31]=1)[CH2:11][C:8]1[CH:7]=[CH:6][C:5]([O:4][CH2:3][O:2][CH3:1])=[CH:10][CH:9]=1)[S:16]([C:19]1[CH:24]=[CH:23][C:22]([Cl:25])=[CH:21][CH:20]=1)(=[O:17])=[O:18])=[O:41])[CH3:40] |f:3.4|. Reported procedure: In argon atmosphere, 329 mg of N-[4-(4-methoxymethyloxyphenyl)-3-(3-pyridyl)butyl]-4-chlorobenzene sulfonamide was dissolved in 12 ml of dry tetrahydrofuran, and cooled to 0° C., followed by addition of 0.67 ml of the solution of 1.55M n-butyl lithium in hexane, which was then stirred for 30 minutes. At the same temperature, 116 mg of ethyl chlorocarbonate dissolved in 3 ml of dry tetrahydrofuran was added dropwise and stirred at room temperature for 24 hours. To the reaction mixture was added s... Reactants: C(C=C)(=O)OCCCC (Butyl acrylate), C(C(=C)C)(=O)NCCCNC(C1=C(C(=C(C=C1)OC(C)=O)OC(C)=O)OC(C)=O)=O (N-(3-(methacrylamido)propyl)-triacetoxybenzamide), N(=NC(C#N)(C)C)C(C#N)(C)C (azobis(isobutyronitrile)), C(C)(=O)OCC (ethyl acetate). Run at temperature 60 celsius. Product: C(C(=C)C)(=O)OCCOC(C1=CC(=C(C(=C1)OC(C)=O)OC(C)=O)OC(C)=O)=O (2-(3,4,5-triacetoxybenzoyloxy)ethyl methacrylate). As a reaction SMILES: [C:1]([O:5][CH2:6][CH2:7]CC)(=[O:4])[CH:2]=[CH2:3].C(NCCCNC(=O)[C:21]1[CH:26]=[CH:25][C:24]([O:27][C:28](=[O:30])[CH3:29])=[C:23]([O:31][C:32](=[O:34])[CH3:33])[C:22]=1[O:35][C:36](=[O:38])[CH3:37])(=O)C(C)=C.N(C(C)(C)C#N)=N[C:42](C)(C)C#N.[C:52]([O:55]CC)(=[O:54])C>>[C:1]([O:5][CH2:6][CH2:7][O:55][C:52](=[O:54])[C:26]1[CH:21]=[C:22]([O:35][C:36](=[O:38])[CH3:37])[C:23]([O:31][C:32](=[O:34])[CH3:33])=[C:24]([O:27][C:28](=[O:30])[CH3:29])[CH:25]=1)(=[O:4])[C:2]([CH3:3])=[CH2:42]. Reported procedure: Butyl acrylate (24.4 g, 0.19 mol), and N-(3-(methacrylamido) propyl)-3,4,5-triacetoxybenzamide (IV) (4.20 g, 0.010 mol) were combined with 110 mL ethyl acetate and azobis(isobutyronitrile)(0.16 g) in a vessel sealed with a septum. The vessel was purged with N2 and heated to 60° C. with agitation for 24 h. Additional AIBN (0.16 g) was added and the mixture was heated for an additional 24 h. Yield 124.7 g solution, 22.6% solids. 1H NMR of an evaporated sample showed no residual monomers and was co... The yield is 99.7%. Reactants: O (Water), FC1=C(C=C(C=C1)OC)C1=NC=C(C(=O)OC)C=C1O (methyl 6-(2-fluoro-5-methoxyphenyl)-5-hydroxynicotinate), C([O-])([O-])=O.[K+].[K+] (potassium carbonate), BrCC1CC(OC1)(C)C (4-(bromomethyl)-2,2-dimethyltetrahydrofuran). Product: CC1(CC(CO1)COC=1C(=NC=C(C(=O)OC)C1)C1=C(C=CC(=C1)OC)F)C (methyl 5-((5,5-dimethyltetrahydrofuran-3-yl)methoxy)-6-(2-fluoro-5-methoxyphenyl)nicotinate). Solvent: CN(C)C=O (DMF). Reported procedure: A solution of methyl 6-(2-fluoro-5-methoxyphenyl)-5-hydroxynicotinate (700 mg), potassium carbonate (1.10 g) and 4-(bromomethyl)-2,2-dimethyltetrahydrofuran (730 mg) in DMF (5.0 mL) was stirred at 80° C. for 4 hr. Water was added to the reaction mixture, and the mixture was extracted with ethyl acetate and the extract was dried over anhydrous sodium sulfate. The solvent was evaporated under reduced pressure to give the title compound (980 mg) as a pale-yellow oil. This compound was used for the ... Reaction SMILES: [F:1][C:2]1[CH:7]=[CH:6][C:5]([O:8][CH3:9])=[CH:4][C:3]=1[C:10]1[C:19]([OH:20])=[CH:18][C:13]([C:14]([O:16][CH3:17])=[O:15])=[CH:12][N:11]=1.C(=O)([O-])[O-].[K+].[K+].Br[CH2:28][CH:29]1[CH2:33][O:32][C:31]([CH3:35])([CH3:34])[CH2:30]1.O>CN(C=O)C>[CH3:34][C:31]1([CH3:35])[O:32][CH2:33][CH:29]([CH2:28][O:20][C:19]2[C:10]([C:3]3[CH:4]=[C:5]([O:8][CH3:9])[CH:6]=[CH:7][C:2]=3[F:1])=[N:11][CH:12]=[C:13]([CH:18]=2)[C:14]([O:16][CH3:17])=[O:15])[CH2:30]1 |f:1.2.3|. Reactants: BrCC(=O)C1=CC=C(C=C1)F (2-Bromo-1-(4-fluoro-phenyl)-ethanone), C(C)OC(=O)C1=C(N=C(S1)N)C (2-amino-4-methyl-thiazole-5-carboxylic acid ethyl ester), BrCC(=O)C1=CC=C(C=C1)F (2-bromo-1-(4-fluoro-phenyl)-ethanone). Solvent: C(C)O (ethanol). Reaction conditions: temperature 95 celsius. Yields the product C(C)OC(=O)C1=C(N2C(S1)=NC(=C2)C2=CC=C(C=C2)F)C (6-(4-Fluoro-phenyl)-3-methyl-imidazo[2,1-b]thiazole-2-carboxylic acid ethyl ester). The yield is 28.9%. As a reaction SMILES: Br[CH2:2][C:3]([C:5]1[CH:10]=[CH:9][C:8]([F:11])=[CH:7][CH:6]=1)=O.[CH2:12]([O:14][C:15]([C:17]1[S:21][C:20]([NH2:22])=[N:19][C:18]=1[CH3:23])=[O:16])[CH3:13]>C(O)C>[CH2:12]([O:14][C:15]([C:17]1[S:21][C:20]2=[N:22][C:3]([C:5]3[CH:10]=[CH:9][C:8]([F:11])=[CH:7][CH:6]=3)=[CH:2][N:19]2[C:18]=1[CH3:23])=[O:16])[CH3:13]. Procedure details: 2-Bromo-1-(4-fluoro-phenyl)-ethanone (200 mg, 0.92 mmol) and 2-amino-4-methyl-thiazole-5-carboxylic acid ethyl ester (186.2 mg, 0.92 mmol) were heated in 5 ml of ethanol at 95° C. for 5 hours. After addition of 80 mg of 2-bromo-1-(4-fluoro-phenyl)-ethanone and further heating for 9 hours at 95° C. the mixture was evaporated. Addition of potassium hydrogensulfate solution, extraction with ethyl acetate and purification by preparative HPLC (RP18, acetonitrile/water 0.1% TFA) yielded 81 mg (32%) of... Starting materials: CC1=NC=C(C=C1)CO (2-Methyl-5-hydroxymethylpyridine), C(C)(=O)OC(C)=O (acetic anhydride). Solvent: N1=CC=CC=C1 (pyridine). The product is CC1=NC=C(C=C1)COC(C)=O (2-methyl-5-acetoxymethylpyridine). Reaction SMILES: [CH3:1][C:2]1[CH:7]=[CH:6][C:5]([CH2:8][OH:9])=[CH:4][N:3]=1.[C:10](OC(=O)C)(=[O:12])[CH3:11]>N1C=CC=CC=1>[CH3:1][C:2]1[CH:7]=[CH:6][C:5]([CH2:8][O:9][C:10](=[O:12])[CH3:11])=[CH:4][N:3]=1. Procedure details: 2-Methyl-5-hydroxymethylpyridine (0.1 mole) is stirred in pyridine (50 ml.) with acetic anhydride (0.15 mole) at room temperature overnight. The mixture is concentrated to dryness, and the residue is dissolved in 70 ml. of water and extracted with 3×25 ml. of chloroform. After drying over magnesium sulfate, the chloroform is concentrated to dryness to give 2-methyl-5-acetoxymethylpyridine. Starting materials: ClC1=C(C=C(C2=CC=CC=C12)N1CCCCC1)O (1-Chloro-4-piperidino-2-naphthol), 1(a). The reagents and catalysts are [Ni] (Raney Nickel). Run in [OH-].[Na+] (NaOH). Product: N1(CCCCC1)C1=CC(=CC2=CC=CC=C12)O (4-piperidino-2-naphthol). Yield: 55.9%. RXN SMILES: Cl[C:2]1[C:11]2[C:6](=[CH:7][CH:8]=[CH:9][CH:10]=2)[C:5]([N:12]2[CH2:17][CH2:16][CH2:15][CH2:14][CH2:13]2)=[CH:4][C:3]=1[OH:18]>[OH-].[Na+].[Ni]>[N:12]1([C:5]2[C:6]3[C:11](=[CH:10][CH:9]=[CH:8][CH:7]=3)[CH:2]=[C:3]([OH:18])[CH:4]=2)[CH2:13][CH2:14][CH2:15][CH2:16][CH2:17]1 |f:1.2|. Procedure details: 1-Chloro-4-piperidino-2-naphthol (3.0 g;0.0115 mol), prepared as in 1(a) above, dissolved in 1.25M aqueous NaOH (100 ml) was stirred and heated to 75°-80° C. To the solution was added (50/50) Raney Nickel (14.0 g) portionwise over 1 hour. The mixture was stirred for 1.5 h, cooled then filtered through celite with washing (3×2M NaOH). The filtrate was neutralised with conc. HCl and extracted into CH2Cl2, dried and evaporated to yield crude 4-piperidino-2-naphthol (1.46 g;56%) as a red-orange oil....